This data is from the Open Reaction Database (ORD), a public repository of structured organic reaction records. The task is: describe an organic reaction: reactants, conditions, products, and yield Starting materials: C1([N+](=O)[O-])=CC([N+](=O)[O-])=CC([N+](=O)[O-])=C1O.NCC(CC(CC)C1=CC=C(C=C1)C(=O)OC)=O (1-Amino-4-p-carbomethoxyphenyl-2-hexanone Picrate), NNC(=O)N (semicarbazide), Cl (HCl). Solvent: CCO (EtOH). The product is Cl (HCl), C1([N+](=O)[O-])=CC([N+](=O)[O-])=CC([N+](=O)[O-])=C1O.NCC(CC(CC)C1=CC=C(C=C1)C(=O)OC)=NNC(=O)N (1-amino-4-p-carbomethoxyphenyl-2-hexanone semicarbazone picrate). Reaction SMILES: [C:1]1([C:15]([OH:16])=[C:11]([N+:12]([O-:14])=[O:13])[CH:10]=[C:6]([N+:7]([O-:9])=[O:8])[CH:5]=1)[N+:2]([O-:4])=[O:3].[NH2:17][CH2:18][C:19](=O)[CH2:20][CH:21]([C:24]1[CH:29]=[CH:28][C:27]([C:30]([O:32][CH3:33])=[O:31])=[CH:26][CH:25]=1)[CH2:22][CH3:23].[NH2:35][NH:36][C:37]([NH2:39])=[O:38].[ClH:40]>CCO>[ClH:40].[C:11]1([C:15]([OH:16])=[C:1]([N+:2]([O-:4])=[O:3])[CH:5]=[C:6]([N+:7]([O-:9])=[O:8])[CH:10]=1)[N+:12]([O-:14])=[O:13].[NH2:17][CH2:18][C:19](=[N:35][NH:36][C:37]([NH2:39])=[O:38])[CH2:20][CH:21]([C:24]1[CH:29]=[CH:28][C:27]([C:30]([O:32][CH3:33])=[O:31])=[CH:26][CH:25]=1)[CH2:22][CH3:23] |f:0.1,6.7|. Procedure details: A mixture of the amino ketone picrate ((9) 6.4 g, 0.133 mol), semicarbazide.HCl (2.6 g, 0.023 mol) and 190 ml of 70% EtOH was stirred at room temperature for 90 hours. The solid was collected and washed with 70% EtOH, and the filtrate was evaporated and similarly retreated with 1.27 g of semicarbazide.HCl in 75 ml of 70% EtOH to afford 0.76 g of yellow crystals (10), mp 200°-201° C. The original solid above was treated with 225 ml of warm EtOH and the insoluble portion collected to give 2.67 g, ... Starting materials: CC1(CC(NC1)C(=O)O)C (4,4-dimethylpyrrolidine-2-carboxylic acid), O=C1N(C(C2=CC=CC=C12)=O)CCC(=O)Cl (3-(1,3-dioxoisoindolin-2-yl)propanoyl chloride), TEA. Solvent: CN(C)C=O (DMF). Reaction conditions: time 16 hour. The product is O=C1N(C(C2=CC=CC=C12)=O)CCC(=O)N1C(CC(C1)(C)C)C(=O)O (1-(3-(1,3-dioxoisoindolin-2-yl)propanoyl)-4,4-dimethylpyrrolidine-2-carboxylic acid). Reaction SMILES: [CH3:1][C:2]1([CH3:10])[CH2:6][NH:5][CH:4]([C:7]([OH:9])=[O:8])[CH2:3]1.[O:11]=[C:12]1[C:20]2[C:15](=[CH:16][CH:17]=[CH:18][CH:19]=2)[C:14](=[O:21])[N:13]1[CH2:22][CH2:23][C:24](Cl)=[O:25]>CN(C=O)C>[O:11]=[C:12]1[C:20]2[C:15](=[CH:16][CH:17]=[CH:18][CH:19]=2)[C:14](=[O:21])[N:13]1[CH2:22][CH2:23][C:24]([N:5]1[CH2:6][C:2]([CH3:10])([CH3:1])[CH2:3][CH:4]1[C:7]([OH:9])=[O:8])=[O:25]. Reported procedure: To a solution of 4,4-dimethylpyrrolidine-2-carboxylic acid 137f (13.0 g, 72.5 mmol) in DMF (250 mL) was added 137h (17.0 g, 72.5 mmol) and TEA (14.5 g, 145 mmol). See FIG. 2. The mixture was stirred at RT (room temperature) for 16 h (sixteen hours). Upon reaction completion, the mixture was washed with brine (50 mL×3), dried over anhydrous sodium sulfate, filtered, and concentrated under reduced pressure to give crude 1-(3-(1,3-dioxoisoindolin-2-yl)propanoyl)-4,4-dimethylpyrrolidine-2-carboxylic... Reactants: C(C=C)C1C(CC(C(C(OC(C2CCCCN2C(C(C2(C(CC(C(C(CC(CC(=C1)C)C)OC)O2)OC)C)O)=O)=O)=O)C(=CC2CC=CCC2)C)C)O)=O (17-Allyl-1,14-dihydroxy-12-[2-(cyclohex-3-enyl)-1-methylvinyl]-23,25-dimethoxy- 13,19,21,27-tetramethyl-11,28-dioxa-4-azatricyclo[22.3.1.04,9 ]octacos-18-ene-2.3,10,16-tetraone). The reagents and catalysts are [Pd] (Pd). Solvent: CO (methanol). Conditions: time 1 hour. The product is OC12C(C(N3CCCCC3C(OC(C(C(CC(C(C=C(CC(CC(C(C(CC1C)OC)O2)OC)C)C)CCC)=O)O)C)C(=CC2CCCCC2)C)=O)=O)=O (1,14-Dihydroxy-12-(2-cyclohexyl-1-methylvinyl)-23,25-dimethoxy-17-propyl- 13.19,21,27-tetramethyl-11,28-dioxa-4-azatricyclo[22.3.1.04,9 ]octacos-18-ene-2.3,10,16-tetraone). The yield is 72.9%. As a reaction SMILES: [CH2:1]([CH:4]1[CH:30]=[C:29]([CH3:31])[CH2:28][CH:27]([CH3:32])[CH2:26][CH:25]([O:33][CH3:34])[CH:24]2[O:35][C:20]([OH:39])([CH:21]([CH3:38])[CH2:22][CH:23]2[O:36][CH3:37])[C:19](=[O:40])[C:18](=[O:41])[N:17]2[CH:12]([CH2:13][CH2:14][CH2:15][CH2:16]2)[C:11](=[O:42])[O:10][CH:9]([C:43]([CH3:51])=[CH:44][CH:45]2[CH2:50][CH2:49][CH:48]=[CH:47][CH2:46]2)[CH:8]([CH3:52])[CH:7]([OH:53])[CH2:6][C:5]1=[O:54])[CH:2]=[CH2:3]>CO.[Pd]>[OH:39][C:20]12[O:35][CH:24]([CH:23]([O:36][CH3:37])[CH2:22][CH:21]1[CH3:38])[CH:25]([O:33][CH3:34])[CH2:26][CH:27]([CH3:32])[CH2:28][C:29]([CH3:31])=[CH:30][CH:4]([CH2:1][CH2:2][CH3:3])[C:5](=[O:54])[CH2:6][CH:7]([OH:53])[CH:8]([CH3:52])[CH:9]([C:43]([CH3:51])=[CH:44][CH:45]1[CH2:46][CH2:47][CH2:48][CH2:49][CH2:50]1)[O:10][C:11](=[O:42])[CH:12]1[N:17]([CH2:16][CH2:15][CH2:14][CH2:13]1)[C:18](=[O:41])[C:19]2=[O:40]. Reported procedure: To a solution of the product of Example 49 (60 mg) in dry methanol (12 ml) was added 10% Pd-on-C (100 mg) and the resulting suspension was stirred in an ice bath for one hour under an atmosphere of hydrogen. The reaction mixture was then filtered and concentrated to an oil in vacuo. Chromatography on silica eluting with hexane in an increasing acetone gradient then gave the title compound as a foam (44 mg). Reactants: BrC1C(OCC1)(O)C (3-bromo-2-methyl-tetrahydrofuran-2-ol), C(C)(=O)O.C(=N)N (formamidine acetate), CN(C=O)C (N,N-dimethylformamide), C(C)NCC (diethylamine). Reaction conditions: temperature 80 celsius, time 4 hour. Yields the product C(C(=O)O)(=O)O.CC1=C(N=CN1)CCO (2-(5-methyl-1H-imidazol-4-yl)ethanol oxalate). Yield: 42.0%. RXN SMILES: Br[CH:2]1[CH2:6][CH2:5][O:4][C:3]1([CH3:8])[OH:7].C(O)(=[O:11])C.[CH:13]([NH2:15])=[NH:14].C(NCC)C.CN(C)[CH:23]=[O:24]>>[C:23]([OH:24])(=[O:11])[C:3]([OH:7])=[O:4].[CH3:8][C:3]1[NH:15][CH:13]=[N:14][C:2]=1[CH2:6][CH2:5][OH:4] |f:1.2,5.6|. Procedure details: 5.0 g of 3-bromo-2-methyl-tetrahydrofuran-2-ol and 5.75 g of formamidine acetate were added to 15 ml of N,N-dimethylformamide. 5 g of diethylamine was slowly added to the reaction mixture, which was then stirred for about 4 hours at 80° C. and was distilled in vacuo for about 1 hour at the same temperature. The resulting oily residue was diluted with 25 ml of acetone. 4.95 g of oxalic acid was added to the reaction mixture, which was then stirred for about 1 hour. The resulting solid was filtere... Reactants: CN1CCOCC1 (N-methylmorpholine), C1(=CC=CC=C1)COC=1C=C(C=CC1OCCC1=CC=CC=C1)C=C1C(N(C(S1)=S)CC(=O)O)=O (5-[[3-(phenylmethoxy)-4-(2-phenylethoxy)phenyl]methylene]-4-oxo-2-thioxo-3-thiazolidineacetic acid), ON1N=NC2=C1N=CC=C2 (1-hydroxy-7-azabenzotriazole), [Cl-].[NH4+] (ammonium chloride), Cl.CN(CCCN=C=NCC)C (1-(3-dimethylaminopropyl)-3-ethylcarbodiimide hydrochloride). The solvent is CN(C=O)C (N,N-dimethylformamide), C(C)(=O)OCC (ethyl acetate). Conditions: time 48 hour. The product is C1(=CC=CC=C1)COC=1C=C(C=CC1OCCC1=CC=CC=C1)C=C1C(N(C(S1)=S)CC(=O)N)=O (5-[[3-(Phenylmethoxy)-4-(2-phenylethoxy)phenyl]methylene]-4-oxo-2-thioxo-3-thiazolidineacetamide). The yield is 91.7%. Reaction SMILES: C[N:2]1CCOCC1.[C:8]1([CH2:14][O:15][C:16]2[CH:17]=[C:18]([CH:31]=[C:32]3[S:36][C:35](=[S:37])[N:34]([CH2:38][C:39]([OH:41])=O)[C:33]3=[O:42])[CH:19]=[CH:20][C:21]=2[O:22][CH2:23][CH2:24][C:25]2[CH:30]=[CH:29][CH:28]=[CH:27][CH:26]=2)[CH:13]=[CH:12][CH:11]=[CH:10][CH:9]=1.ON1C2N=CC=CC=2N=N1.[Cl-].[NH4+].Cl.CN(C)CCCN=C=NCC>CN(C)C=O.C(OCC)(=O)C>[C:8]1([CH2:14][O:15][C:16]2[CH:17]=[C:18]([CH:31]=[C:32]3[S:36][C:35](=[S:37])[N:34]([CH2:38][C:39]([NH2:2])=[O:41])[C:33]3=[O:42])[CH:19]=[CH:20][C:21]=2[O:22][CH2:23][CH2:24][C:25]2[CH:30]=[CH:29][CH:28]=[CH:27][CH:26]=2)[CH:13]=[CH:12][CH:11]=[CH:10][CH:9]=1 |f:3.4,5.6|. Procedure details: N-methylmorpholine (0.17 mL, 1.58 mmol, 4 eq) was added to a solution of 5-[[3-(phenylmethoxy)-4-(2-phenylethoxy)phenyl]methylene]-4-oxo-2-thioxo-3-thiazolidineacetic acid (200 mg, 0.40 mmol, 1 eq), 1-hydroxy-7-azabenzotriazole (108 mg, 0.79 mmol, 2 eq) and ammonium chloride (42 mg, 0.79 mmol, 2 eq) in N,N-dimethylformamide (5 mL). To this mixture was added 1-(3-dimethylaminopropyl)-3-ethylcarbodiimide hydrochloride (152 mg, 0.79 mmol, 2 eq) and the reaction mixture was stirred for 48 h. It was ... The reactants are CNC(=O)c1cc(Oc2ccc3oc(Nc4ccc(Cl)c(OCC5CCN(C(=O)OC(C)(C)C)CC5)c4)nc3c2)ccn1, O=C(O)C(F)(F)F. Yields the product CNC(=O)c1cc(Oc2ccc3oc(Nc4ccc(Cl)c(OCC5CCNCC5)c4)nc3c2)ccn1. As a reaction SMILES: [C:1]([O:2][C:3](=[O:4])[N:8]1[CH2:9][CH2:10][CH:11]([CH2:14][O:15][c:16]2[c:17]([Cl:43])[cH:18][cH:19][c:20]([NH:22][c:23]3[o:24][c:25]4[c:26]([n:27]3)[cH:28][c:29]([O:32][c:33]3[cH:34][c:35]([C:39]([NH:40][CH3:41])=[O:42])[n:36][cH:37][cH:38]3)[cH:30][cH:31]4)[cH:21]2)[CH2:12][CH2:13]1)([CH3:5])([CH3:6])[CH3:7].[F:44][C:45]([F:46])([F:47])[C:48]([OH:49])=[O:50]>>[NH:8]1[CH2:9][CH2:10][CH:11]([CH2:14][O:15][c:16]2[c:17]([Cl:43])[cH:18][cH:19][c:20]([NH:22][c:23]3[o:24][c:25]4[c:26]([n:27]3)[cH:28][c:29]([O:32][c:33]3[cH:34][c:35]([C:39]([NH:40][CH3:41])=[O:42])[n:36][cH:37][cH:38]3)[cH:30][cH:31]4)[cH:21]2)[CH2:12][CH2:13]1. Reactants: CC(=O)OC(C)=O, [Mg+2], C[N+](=O)[O-], O=S(=O)([O-])[O-], COc1ccccc1. Yields the product COc1ccc(C(C)=O)cc1. Reaction SMILES: [CH3:9][C:10](=[O:11])[O:12][C:13](=[O:14])[CH3:15].[Mg+2:16].[N+:22]([CH3:23])([O-:24])=[O:25].[O-:17][S:18](=[O:19])(=[O:20])[O-:21].[c:1]1([O:7][CH3:8])[cH:2][cH:3][cH:4][cH:5][cH:6]1>>[c:1]1([O:7][CH3:8])[cH:2][cH:3][c:4]([C:10]([CH3:9])=[O:11])[cH:5][cH:6]1. Reactants: BrC=1C=CC=2OCC(N(C2N1)CC1=CC=C(C=C1)OC)=O (6-bromo-4-(4-methoxybenzyl)-2H-pyrido[3,2-b][1,4]oxazin-3(4H)-one), O=C1OC2C(CN1)CCN(C2)C(=O)OC(C)(C)C (rac-(4aR*,8aR*)-tert-butyl 2-oxohexahydro-2H-pyrido[4,3-e][1,3]oxazine-7(3H)-carboxylate). The product is COC1=CC=C(CN2C3=C(OCC2=O)C=CC(=N3)N3C(OC2C(C3)CCNC2)=O)C=C1 (rac-(4aR*,8aR*)-3-(4-(4-methoxybenzyl)-3-oxo-3,4-dihydro-2H-pyrido[3,2-b][1,4]oxazin-6-yl)octahydro-2H-pyrido[4,3-e][1,3]oxazin-2-one), foam. Isolated yield 95.0%. Reaction SMILES: Br[C:2]1[CH:3]=[CH:4][C:5]2[O:6][CH2:7][C:8](=[O:21])[N:9]([CH2:12][C:13]3[CH:18]=[CH:17][C:16]([O:19][CH3:20])=[CH:15][CH:14]=3)[C:10]=2[N:11]=1.[O:22]=[C:23]1[NH:28][CH2:27][CH:26]2[CH2:29][CH2:30][N:31](C(OC(C)(C)C)=O)[CH2:32][CH:25]2[O:24]1>>[CH3:20][O:19][C:16]1[CH:17]=[CH:18][C:13]([CH2:12][N:9]2[C:8](=[O:21])[CH2:7][O:6][C:5]3[CH:4]=[CH:3][C:2]([N:28]4[CH2:27][CH:26]5[CH2:29][CH2:30][NH:31][CH2:32][CH:25]5[O:24][C:23]4=[O:22])=[N:11][C:10]2=3)=[CH:14][CH:15]=1. Procedure: Starting from 6-bromo-4-(4-methoxybenzyl)-2H-pyrido[3,2-b][1,4]oxazin-3(4H)-one (prepared as described in WO 2010/041194, 0.35 g, 1 mmol) and rac-(4aR*,8aR*)-tert-butyl 2-oxohexahydro-2H-pyrido[4,3-e][1,3]oxazine-7(3H)-carboxylate (Preparation A, 0.308 g, 1.2 mmol, 1.2 eq.), the title compound was obtained as an orange foam (0.255 g) using the procedures described in Preparation D, steps D.i and D.ii (Buchwald coupling: 95% yield, Boc deprotection: 63% yield).